From a dataset of the Open Reaction Database (ORD), a public repository of structured organic reaction records. describe an organic reaction: reactants, conditions, products, and yield Reactants: COC=1NC(C2=C3C=CC=CC3=CN=C2C1)=O (Methoxyazaphenanthridone). Run in Br (HBr). Run at temperature 100 celsius. The product is OC=1NC(C2=C3C=CC=CC3=CN=C2C1)=O (Hydroxyazaphenanthridone). RXN SMILES: C[O:2][C:3]1[NH:4][C:5](=[O:17])[C:6]2[C:15]([CH:16]=1)=[N:14][CH:13]=[C:12]1[C:7]=2[CH:8]=[CH:9][CH:10]=[CH:11]1>Br>[OH:2][C:3]1[NH:4][C:5](=[O:17])[C:6]2[C:15]([CH:16]=1)=[N:14][CH:13]=[C:12]1[C:7]=2[CH:8]=[CH:9][CH:10]=[CH:11]1. Procedure details: The methyl ether 4c (500 mg, 2.2 mmol) was dissolved in 10 mL HBr (48% in HOAc) in a sealed tube. The reaction was heated to 100° C. for 10 h. After cooling, the reaction was filtered and washed with acetic acid (3×10 mL) and dried in vacuo. The dry weight of the hydrobromide salt 4d was 421 mg, (90%). 1H NMR (d6-DMSO) δ 11.61 (bs, 1H), 10.50 (bs, 1H), 8.62 (d, 1H), 8.30 (d, 1H), 7.89 (t, 1H), 7.71 (t, 1H), 7.65 (d, 1H), 6.81 (d, 1H). Anal Calcd. For C12H9BrN2O2: C, 49.17; H, 3.09; N, 9.56. Foun... Reactants: OC1=CC2=CC=CC=C2C=C1C(=O)O (2-hydroxy-3-naphthoic acid), S(=O)=O (sulphur dioxide), Congo Red, Cl (hydrochloric acid), NC=1C=C(C=CC1)P(O)(O)=O (3-aminophenylphosphonic acid), S([O-])(O)=O.[Na+] (sodium bisulphite), [OH-].[Na+] (Sodium hydroxide), C(=O)=O (Carbon dioxide). Solvent: O (Water). Reaction conditions: temperature 80 celsius. Yields the product 12.9, P(=O)(O)(O)C=1C=C(C=CC1)NC1=CC2=CC=CC=C2C=C1 (2-(3-phosphonophenylamino)-naphthalene). As a reaction SMILES: O[C:2]1[C:11](C(O)=O)=[CH:10][C:9]2[C:4](=[CH:5][CH:6]=[CH:7][CH:8]=2)[CH:3]=1.[OH-].[Na+].[NH2:17][C:18]1[CH:19]=[C:20]([P:24](=[O:27])([OH:26])[OH:25])[CH:21]=[CH:22][CH:23]=1.S(=O)(O)[O-].[Na+].C(=O)=O.Cl.S(=O)=O>O>[P:24]([C:20]1[CH:19]=[C:18]([NH:17][C:11]2[CH:2]=[CH:3][C:4]3[C:9](=[CH:8][CH:7]=[CH:6][CH:5]=3)[CH:10]=2)[CH:23]=[CH:22][CH:21]=1)([OH:27])([OH:26])=[O:25] |f:1.2,4.5|. Reported procedure: Water (20 parts) is set stirring and 2-hydroxy-3-naphthoic acid (9.5 parts) charged. Sodium hydroxide liquor (70° Tw -- 6.8 parts) is then added until an alkaline reaction is obtained on Brilliant Yellow test paper. 3-aminophenylphosphonic acid (8.7 parts) and sodium bisulphite liquor (40% -- 100 parts) are charged and the mixture is stirred and boiled under reflux for 18 hours. Carbon dioxide is evolved during the early part of the boiling period. After cooling to 80° C the suspension is acidif... Starting materials: BrC1=C(CC(CC1)(C)C)C=O (2-bromo-5,5-dimethylcyclohex-1-enecarbaldehyde), ClC1=CC=C(C=C1)B(O)O (4-chlorophenyl boronic acid), C([O-])([O-])=O.[K+].[K+] (potassium carbonate). Reagents/catalysts: C=1C=CC(=CC1)[P](C=2C=CC=CC2)(C=3C=CC=CC3)[Pd]([P](C=4C=CC=CC4)(C=5C=CC=CC5)C=6C=CC=CC6)([P](C=7C=CC=CC7)(C=8C=CC=CC8)C=9C=CC=CC9)[P](C=1C=CC=CC1)(C=1C=CC=CC1)C=1C=CC=CC1 (Pd(Ph3P)4). The solvent is O1CCOCC1 (dioxane), O (water), C(Cl)Cl (CH2Cl2). Yields the product ClC1=CC=C(C=C1)C1=C(CC(CC1)(C)C)C=O (2-(4-chlorophenyl)-5,5-dimethylcyclohex-1-enecarbaldehyde). Isolated yield 76.9%. RXN SMILES: Br[C:2]1[CH2:7][CH2:6][C:5]([CH3:9])([CH3:8])[CH2:4][C:3]=1[CH:10]=[O:11].[Cl:12][C:13]1[CH:18]=[CH:17][C:16](B(O)O)=[CH:15][CH:14]=1.C(=O)([O-])[O-].[K+].[K+]>O1CCOCC1.O.C(Cl)Cl.C1C=CC([P]([Pd]([P](C2C=CC=CC=2)(C2C=CC=CC=2)C2C=CC=CC=2)([P](C2C=CC=CC=2)(C2C=CC=CC=2)C2C=CC=CC=2)[P](C2C=CC=CC=2)(C2C=CC=CC=2)C2C=CC=CC=2)(C2C=CC=CC=2)C2C=CC=CC=2)=CC=1>[Cl:12][C:13]1[CH:18]=[CH:17][C:16]([C:2]2[CH2:7][CH2:6][C:5]([CH3:9])([CH3:8])[CH2:4][C:3]=2[CH:10]=[O:11])=[CH:15][CH:14]=1 |f:2.3.4,^1:41,43,62,81|. Procedure: A suspension of 2-bromo-5,5-dimethylcyclohex-1-enecarbaldehyde (250 mg, 1.15 mmol), 4-chlorophenyl boronic acid (270 mg, 1.727 mmol) and Pd(Ph3P)4 (66.5 mg, 0.058 mmol) in dioxane (2.5 mL) was stirred at room temperature in a 5 mL microwave vial under an atmosphere of nitrogen. A solution of potassium carbonate (318 mg, 2.3 mmol) in water (0.3 mL) was added and the solution became clear. The vial was capped and heated to 100° C. for 12 minutes in a microwave. The reaction was cooled to room temp... Reactants: ClC=1C=C(C=CC1)[C@H]1C[C@](C(N([C@@H]1C1=CC=C(C=C1)Cl)[C@H](CNS(=O)(=O)C=1SC=CC1)C1CC1)=O)(C)CC(=O)OC (Methyl 2-((3R,5R,6S)-5-(3-chlorophenyl)-6-(4-chlorophenyl)-1-((S)-1-cyclopropyl-2-(thiophene-2-sulfonamido)ethyl)-3-methyl-2-oxopiperidin-3-yl)acetate), CO (MeOH), C1CCOC1 (THF), [Li+].[OH-] (LiOH). Solvent: O (water). Reaction conditions: time 5 hour. Product: ClC=1C=C(C=CC1)[C@H]1C[C@](C(N([C@@H]1C1=CC=C(C=C1)Cl)[C@H](CNS(=O)(=O)C=1SC=CC1)C1CC1)=O)(C)CC(=O)O (2-((3R,5R,6S)-5-(3-Chlorophenyl)-6-(4-chlorophenyl)-1-((S)-1-cyclopropyl-2-(thiophene-2-sulfonamido)ethyl)-3-methyl-2-oxopiperidin-3-yl)acetic acid). As a reaction SMILES: [Cl:1][C:2]1[CH:3]=[C:4]([C@@H:8]2[C@@H:13]([C:14]3[CH:19]=[CH:18][C:17]([Cl:20])=[CH:16][CH:15]=3)[N:12]([C@@H:21]([CH:32]3[CH2:34][CH2:33]3)[CH2:22][NH:23][S:24]([C:27]3[S:28][CH:29]=[CH:30][CH:31]=3)(=[O:26])=[O:25])[C:11](=[O:35])[C@:10]([CH2:37][C:38]([O:40]C)=[O:39])([CH3:36])[CH2:9]2)[CH:5]=[CH:6][CH:7]=1.CO.C1COCC1.[Li+].[OH-]>O>[Cl:1][C:2]1[CH:3]=[C:4]([C@@H:8]2[C@@H:13]([C:14]3[CH:19]=[CH:18][C:17]([Cl:20])=[CH:16][CH:15]=3)[N:12]([C@@H:21]([CH:32]3[CH2:33][CH2:34]3)[CH2:22][NH:23][S:24]([C:27]3[S:28][CH:29]=[CH:30][CH:31]=3)(=[O:26])=[O:25])[C:11](=[O:35])[C@:10]([CH2:37][C:38]([OH:40])=[O:39])([CH3:36])[CH2:9]2)[CH:5]=[CH:6][CH:7]=1 |f:3.4|. Reported procedure: To a solution of methyl 2-((3R,5R,6S)-5-(3-chlorophenyl)-6-(4-chlorophenyl)-1-((S)-1-cyclopropyl-2-(thiophene-2-sulfonamido)ethyl)-3-methyl-2-oxopiperidin-3-yl)acetate (30 mg, 0.048 mmol; Example 263, Step D) in a mixture of water (0.16 mL), MeOH (0.16 mL), and THF (0.16 mL) was added 2 M aq. LiOH (48 μL, 0.095 mmol) at rt and the resulting solution was stirred at rt for 5 h. The reaction was quenched (sat. NH4Cl), extracted (2×EtOAc), and washed (brine). The combined organic layers were dried (... Starting materials: C1CCOC1, Cc1ccccc1, CCOC(=O)Cl, Nc1cc(Br)ccc1C(=O)O. Yields the product CCOC(=O)Nc1cc(Br)ccc1C(=O)O. Reaction SMILES: [CH2:18]1[O:19][CH2:20][CH2:21][CH2:22]1.[CH3:23][c:24]1[cH:25][cH:26][cH:27][cH:28][cH:29]1.[Cl:1][C:2](=[O:3])[O:4][CH2:5][CH3:6].[NH2:7][c:8]1[c:9]([C:10](=[O:11])[OH:12])[cH:13][cH:14][c:15]([Br:17])[cH:16]1>>[C:2](=[O:3])([O:4][CH2:5][CH3:6])[NH:7][c:8]1[c:9]([C:10](=[O:11])[OH:12])[cH:13][cH:14][c:15]([Br:17])[cH:16]1. Reactants: ClCCl, OCn1cnc(C(F)(F)C(F)(F)F)n1, O=S(Cl)Cl. Product: FC(F)(F)C(F)(F)c1ncn(CCl)n1. Reaction SMILES: [Cl:19][CH2:20][Cl:21].[F:1][C:2]([C:3]([F:4])([F:5])[F:6])([c:7]1[n:8][n:9]([CH2:12][OH:13])[cH:10][n:11]1)[F:14].[S:15]([Cl:16])([Cl:17])=[O:18]>>[F:1][C:2]([C:3]([F:4])([F:5])[F:6])([c:7]1[n:8][n:9]([CH2:12][Cl:17])[cH:10][n:11]1)[F:14].